Dataset: the Open Reaction Database (ORD), a public repository of structured organic reaction records. Task: describe an organic reaction: reactants, conditions, products, and yield The reactants are C1(=CC=CC=C1)C1C(=NNC1=S)C1=CC=C(C=C1)C (4-phenyl-3-p-tolyl-1H-pyrazole-5(4H)-thione), C1(=CC=CC=C1)C=1C(=NNC1SSC1=C(C(=NN1)C1=CC=C(C=C1)C)C1=CC=CC=C1)C1=CC=C(C=C1)C (1,2-bis(4-phenyl-3-p-tolyl-1H-pyrazol-5-yl)disulfane), BrCC#N (2-bromoacetonitrile), C(=O)([O-])[O-].[K+].[K+] (K2CO3). Solvent: CN(C)C=O (DMF). Conditions: temperature 25 celsius, time 72 hour. Yields the product C1(=CC=CC=C1)C=1C(=NNC1SCC#N)C1=CC=C(C=C1)C (2-(4-Phenyl-3-p-tolyl-1H-pyrazol-5-ylthio)acetonitrile). Reaction SMILES: [C:1]1([CH:7]2[C:11](=[S:12])[NH:10][N:9]=[C:8]2[C:13]2[CH:18]=[CH:17][C:16]([CH3:19])=[CH:15][CH:14]=2)[CH:6]=[CH:5][CH:4]=[CH:3][CH:2]=1.C1([C:26]2[C:27](C3C=CC(C)=CC=3)=[N:28]NC=2SSC2NN=C(C3C=CC(C)=CC=3)C=2C2C=CC=CC=2)C=CC=CC=1.BrCC#N.C([O-])([O-])=O.[K+].[K+]>CN(C=O)C>[C:1]1([C:7]2[C:8]([C:13]3[CH:14]=[CH:15][C:16]([CH3:19])=[CH:17][CH:18]=3)=[N:9][NH:10][C:11]=2[S:12][CH2:26][C:27]#[N:28])[CH:2]=[CH:3][CH:4]=[CH:5][CH:6]=1 |f:3.4.5|. Procedure details: To a mixture of 4-phenyl-3-p-tolyl-1H-pyrazole-5(4H)-thione and 1,2-bis(4-phenyl-3-p-tolyl-1H-pyrazol-5-yl)disulfane (0.500 g, 1.88 mmol) in DMF (12.5 mL) was added 2-bromoacetonitrile (0.125 mL, 1.88 mmol) and K2CO3 (0.259 g, 1.88 mmol). The reaction was stirred at 25° C. for 72 h, quenched with water (40.0 mL) and extracted with EtOAc (4×50.0 mL) and washed with brine. The combined organics were dried over MgSO4, filtered, and concentrated to give the title compound as a yellow oil (0.547 g). ... Run at time 8 hour. The yield is 97.8%. Starting materials: FC(C1=NC(=NO1)C1=CC(=C(OCCCC=2C=NC=CC2)C(=C1)C)C)(F)F (3-[3-[4-(5-trifluoromethyl-1,2,4-oxadiazol-3-yl)-2,6-dimethylphenoxy]-propyl]-pyridine), ClC=1C=C(C(=O)OO)C=CC1 (m-chloroperoxybenzoic acid). The solvent is C(Cl)Cl (methylene chloride). Procedure: To a solution of 3-[3-[4-(5-trifluoromethyl-1,2,4-oxadiazol-3-yl)-2,6-dimethylphenoxy]-propyl]-pyridine (1 g, 2.6 mmol) in 50 ml of methylene chloride cooled to 0° C. was added 0.67 g (3.9 mmol) of m-chloroperoxybenzoic acid, and the mixture was allowed to stir overnight. The mixture was washed with saturated sodium bicarbonate, the organic layer was dried over magnesium sulfate and concentrated in vacuo to afford 1 g (98%) of 3-[3-[4-(5-trifluoromethyl-1,2,4-oxadiazol-3-yl)-2,6-dimethylphenoxy]... The product is FC(C1=NC(=NO1)C1=CC(=C(OCCCC=2C=[N+](C=CC2)[O-])C(=C1)C)C)(F)F (3-[3-[4-(5-trifluoromethyl-1,2,4-oxadiazol-3-yl)-2,6-dimethylphenoxy]-propyl]-pyridine-N-oxide). RXN SMILES: [F:1][C:2]([F:27])([F:26])[C:3]1[O:7][N:6]=[C:5]([C:8]2[CH:23]=[C:22]([CH3:24])[C:11]([O:12][CH2:13][CH2:14][CH2:15][C:16]3[CH:17]=[N:18][CH:19]=[CH:20][CH:21]=3)=[C:10]([CH3:25])[CH:9]=2)[N:4]=1.ClC1C=C(C=CC=1)C(OO)=[O:33]>C(Cl)Cl>[F:27][C:2]([F:1])([F:26])[C:3]1[O:7][N:6]=[C:5]([C:8]2[CH:23]=[C:22]([CH3:24])[C:11]([O:12][CH2:13][CH2:14][CH2:15][C:16]3[CH:17]=[N+:18]([O-:33])[CH:19]=[CH:20][CH:21]=3)=[C:10]([CH3:25])[CH:9]=2)[N:4]=1. Starting materials: N=C=O (imino-ketone), N(O)=C(C(C)=O)CCC (3-oximino-2-hexanone), [ 3 ], CC(CCCC)=O (2-hexanone), N(=O)Cl (nitrosyl chloride). The reagents and catalysts are [Zn] (zinc). Run in C(C)(=O)O (acetic acid). Product: CC1=NC(=C(N=C1CCC)C)CCC (2,5-dimethyl-3,6-dipropyl-pyrazine). As a reaction SMILES: [N:1](=[C:3]([CH2:7][CH2:8][CH3:9])[C:4](=O)[CH3:5])O.[CH3:10][C:11](=O)[CH2:12][CH2:13][CH2:14][CH3:15].[N:17](Cl)=O.N=C=O>[Zn].C(O)(=O)C>[CH3:10][C:11]1[C:12]([CH2:13][CH2:14][CH3:15])=[N:17][C:4]([CH3:5])=[C:3]([CH2:7][CH2:8][CH3:9])[N:1]=1. Reported procedure: c. 2,5-Dimethyl-3,6-dipropyl-pyrazine was prepared by first forming 3-oximino-2-hexanone by reacting 2-hexanone with nitrosyl chloride according to the method of BOUVEAULT, Bull. [3] 31, 1163 (1904). The autocondensation of the two molecules of the imino-ketone in the presence of zinc and acetic acid [according to the method described in Chimia 11, 310 (1957)] yielded 2,5-dimethyl-3,6-dipropyl-pyrazine which had a b.p. of 109°-110°C./10 mm. Hg. (5) d. 2,5-Dimethyl-3,6-diisopropyl-pyrazine was pr... The reactants are dichloro(bis triphenylphosphine)nickel, solution, C(C)(C)Cl.[Mg] (magnesium isopropyl chloride), C(#N)CC(=O)OCC (ethyl cyanoacetate), [H-].[Na+] (sodium hydride), [Cl-].[NH4+] (ammonium chloride), C(C)(=O)OC(C=C)(C)C (3-acetoxy-3-methyl-but-1-ene). Solvent: CCOCC (ether), O1CCCC1 (tetrahydrofuran), O1CCCC1 (tetrahydrofuran), O1CCCC1 (tetrahydrofuran). Run at time 10 minute. The product is C(#N)C(C(=O)OCC)C(C=C)(C)C (ethyl 2-cyano-3,3-dimethyl-pent-4-en-1-oate). Isolated yield 69.6%. Reaction SMILES: C(Cl)(C)C.[Mg].C(O[C:10]([CH3:14])([CH3:13])[CH:11]=[CH2:12])(=O)C.[C:15]([CH2:17][C:18]([O:20][CH2:21][CH3:22])=[O:19])#[N:16].[H-].[Na+].[Cl-].[NH4+]>CCOCC.O1CCCC1>[C:15]([CH:17]([C:10]([CH3:14])([CH3:13])[CH:11]=[CH2:12])[C:18]([O:20][CH2:21][CH3:22])=[O:19])#[N:16] |f:0.1,4.5,6.7|. Reported procedure: A mixture of 131 mg of dichloro(bis triphenylphosphine)nickel II, 1.5 ml of tetrahydrofuran and 372 μl of a 1.08N solution of magnesium isopropyl chloride in ether was stirred at room temperature for 10 minutes and then a solution of 128 mg of 3-acetoxy-3-methyl-but-1-ene in 2 ml of tetrahydrofuran was added thereto followed by addition of a suspension of 248 mg of ethyl cyanoacetate, 88 mg of a 55% dispersion of sodium hydride in oil and 6 ml of tetrahydrofuran. The mixture was stirred at room ... RXN SMILES: [Br-:24].[C:25]([c:26]1[cH:27][cH:28][c:29]([CH2:30][P+:31]([c:32]2[cH:33][cH:34][cH:35][cH:36][cH:37]2)([c:38]2[cH:39][cH:40][cH:41][cH:42][cH:43]2)[c:44]2[cH:45][cH:46][cH:47][cH:48][cH:49]2)[cH:50][cH:51]1)#[N:52].[I:53].[O:54]1[CH2:55][CH2:56][O:57][CH2:58][CH2:59]1.[O:6]1[CH:7]([c:11]2[cH:12][cH:13][cH:14][c:15]3[s:16][c:17]([C:20](=[O:21])[O:22][CH3:23])[cH:18][c:19]23)[O:10][CH2:9][CH2:8]1.[cH:1]1[cH:2][s:3][cH:4][cH:5]1>>[O:6]=[CH:7][c:11]1[cH:12][cH:13][cH:14][c:15]2[s:16][c:17]([C:20](=[O:21])[O:22][CH3:23])[cH:18][c:19]12. Yields the product COC(=O)c1cc2c(C=O)cccc2s1. The reactants are [Br-], N#Cc1ccc(C[P+](c2ccccc2)(c2ccccc2)c2ccccc2)cc1, I, C1COCCO1, COC(=O)c1cc2c(C3OCCO3)cccc2s1, c1ccsc1. The reactants are BrC=1C=NC=C(C1)OC[C@@H]1N(CCC1)C(=O)OC(C)(C)C (3-bromo-5-[[1-(tert-butoxycarbonyl)-2(R)-pyrrolidinyl]methoxy]pyridine), FC1=CC=C(COCCC2CCNCC2)C=C1 (4-[2-(4-fluorobenzyloxy)ethyl]piperidine), CC(C)([O-])C.[Na+] (sodium tert-butoxide). The reagents and catalysts are C=1C=CC(=CC1)/C=C/C(=O)/C=C/C2=CC=CC=C2.C=1C=CC(=CC1)/C=C/C(=O)/C=C/C2=CC=CC=C2.C=1C=CC(=CC1)/C=C/C(=O)/C=C/C2=CC=CC=C2.[Pd].[Pd] (tris(dibenzylideneacetone)dipalladium(0)), C1(=CC=CC=C1)P(C1=CC=CC=2C(C3=CC=CC(=C3OC12)P(C1=CC=CC=C1)C1=CC=CC=C1)(C)C)C1=CC=CC=C1 (4,5-bis(diphenylphosphino)-9,9-dimethylxanthene). The solvent is C1(=CC=CC=C1)C (toluene). Conditions: temperature 99 celsius. Product: C(C)(C)(C)OC(=O)N1[C@@H](CCC1)COC=1C=NC=C(C1)N1CCC(CC1)CCOCC1=CC=C(C=C1)F (3-[[1-(tert-Butoxycarbonyl)-2(S)-pyrrolidinyl]methoxy]-5-[4-[2-(4-fluorobenzyloxy)ethyl]-1-piperidinyl]pyridine). Isolated yield 80.2%. Reaction SMILES: Br[C:2]1[CH:3]=[N:4][CH:5]=[C:6]([O:8][CH2:9][C@H:10]2[CH2:14][CH2:13][CH2:12][N:11]2[C:15]([O:17][C:18]([CH3:21])([CH3:20])[CH3:19])=[O:16])[CH:7]=1.[F:22][C:23]1[CH:38]=[CH:37][C:26]([CH2:27][O:28][CH2:29][CH2:30][CH:31]2[CH2:36][CH2:35][NH:34][CH2:33][CH2:32]2)=[CH:25][CH:24]=1.CC(C)([O-])C.[Na+]>C1(C)C=CC=CC=1.C1C=CC(/C=C/C(/C=C/C2C=CC=CC=2)=O)=CC=1.C1C=CC(/C=C/C(/C=C/C2C=CC=CC=2)=O)=CC=1.C1C=CC(/C=C/C(/C=C/C2C=CC=CC=2)=O)=CC=1.[Pd].[Pd].C1(P(C2C=CC=CC=2)C2C3OC4C(=CC=CC=4P(C4C=CC=CC=4)C4C=CC=CC=4)C(C)(C)C=3C=CC=2)C=CC=CC=1>[C:18]([O:17][C:15]([N:11]1[CH2:12][CH2:13][CH2:14][C@H:10]1[CH2:9][O:8][C:6]1[CH:5]=[N:4][CH:3]=[C:2]([N:34]2[CH2:35][CH2:36][CH:31]([CH2:30][CH2:29][O:28][CH2:27][C:26]3[CH:37]=[CH:38][C:23]([F:22])=[CH:24][CH:25]=3)[CH2:32][CH2:33]2)[CH:7]=1)=[O:16])([CH3:21])([CH3:20])[CH3:19] |f:2.3,5.6.7.8.9|. Reported procedure: To a solution of 3-bromo-5-[[1-(tert-butoxycarbonyl)-2(R)-pyrrolidinyl]methoxy]pyridine (264 mg, 0.74 mmol) and 4-[2-(4-fluorobenzyloxy)ethyl]piperidine (193 mg, 0.81 mmol, 1.1 equiv.) in anhydrous toluene (4 mL) were added successively sodium tert-butoxide (106 mg, 1.11 mmol, 1.5 equiv.), tris(dibenzylideneacetone)dipalladium(0) (13.5 mg, 15 μmol, 0.02 equiv.), and 4,5-bis(diphenylphosphino)-9,9-dimethylxanthene (Xantphos; 25.6 mg, 44 μmol, 0.06 equiv.). The mixture was degassed and purged with... Reactants: O=C([O-])[O-], CO, C[Si](C)(C)C#Cc1ccc(OCc2cccc(F)c2)cc1, [K+], [K+]. The product is C#Cc1ccc(OCc2cccc(F)c2)cc1. RXN SMILES: [C:22](=[O:23])([O-:24])[O-:25].[CH3:28][OH:29].[F:1][c:2]1[cH:3][c:4]([CH2:5][O:6][c:7]2[cH:8][cH:9][c:10]([C:13]#[C:14][Si:15]([CH3:16])([CH3:17])[CH3:18])[cH:11][cH:12]2)[cH:19][cH:20][cH:21]1.[K+:26].[K+:27]>>[F:1][c:2]1[cH:3][c:4]([CH2:5][O:6][c:7]2[cH:8][cH:9][c:10]([C:13]#[CH:14])[cH:11][cH:12]2)[cH:19][cH:20][cH:21]1.